The task is: describe an organic reaction: reactants, conditions, products, and yield. This data is from the Open Reaction Database (ORD), a public repository of structured organic reaction records. Starting materials: CN1CCN(c2cc(N3CCc4ccc(Br)cc4C3)nc(N)n2)CC1, O=C([O-])[O-], CC(=O)[O-], CC(=O)[O-], CCOC(N)=O, [Cs+], [Cs+], [Pd+2]. Yields the product CCOC(=O)Nc1ccc2c(c1)CN(c1cc(N3CCN(C)CC3)nc(N)n1)CC2. RXN SMILES: [Br:1][c:2]1[cH:3][cH:4][c:5]2[c:10]([cH:11]1)[CH2:9][N:8]([c:12]1[n:13][c:14]([NH2:25])[n:15][c:16]([N:18]3[CH2:19][CH2:20][N:21]([CH3:24])[CH2:22][CH2:23]3)[cH:17]1)[CH2:7][CH2:6]2.[C:26](=[O:27])([O-:28])[O-:29].[C:38]([O-:39])(=[O:40])[CH3:41].[C:43]([O-:44])(=[O:45])[CH3:46].[CH3:32][CH2:33][O:34][C:35]([NH2:36])=[O:37].[Cs+:30].[Cs+:31].[Pd+2:42]>>[c:2]1([NH:36][C:35]([O:34][CH2:33][CH3:32])=[O:37])[cH:3][cH:4][c:5]2[c:10]([cH:11]1)[CH2:9][N:8]([c:12]1[n:13][c:14]([NH2:25])[n:15][c:16]([N:18]3[CH2:19][CH2:20][N:21]([CH3:24])[CH2:22][CH2:23]3)[cH:17]1)[CH2:7][CH2:6]2. The reactants are CNN (methylhydrazine), ClC1=C(C(N)=S)C(=CC=C1)F (2-chloro-6-fluorobenzthioamide), S(=O)(=O)(OC)OC (dimethyl sulfate), [Li+].[OH-] (LiOH), N1=CC=CC=C1 (pyridine), ClC1=C(SC(=C1Cl)Cl)C(=O)Cl (3,4,5-trichloro-2-thiophenecarbonyl chloride), CCCCCCCC (octane), thioimidate, thioimidate, acylated thioimidate. Run in O (water), ClCCCl (1,2-dichloroethane), ClCCCl (1,2-dichloroethane), O (water). Run at time 0.5 hour. Yields the product CN1N=C(N=C1C=1SC(=C(C1Cl)Cl)Cl)C1=C(C=CC=C1F)Cl (1-Methyl-3-(2-chloro-6-fluorophenyl)-5-(3,4,5-trichloro-2-thienyl)-1H-1,2,4-triazole). RXN SMILES: [Cl:1][C:2]1[CH:10]=[CH:9][CH:8]=[C:7]([F:11])[C:3]=1[C:4](=S)[NH2:5].S(OC)(OC)(=O)=O.N1C=CC=CC=1.[Cl:25][C:26]1[C:30]([Cl:31])=[C:29]([Cl:32])[S:28][C:27]=1[C:33](Cl)=O.[CH3:36][NH:37][NH2:38].CCCCCCCC.[Li+].[OH-]>ClCCCl.O>[CH3:36][N:37]1[C:33]([C:27]2[S:28][C:29]([Cl:32])=[C:30]([Cl:31])[C:26]=2[Cl:25])=[N:5][C:4]([C:3]2[C:7]([F:11])=[CH:8][CH:9]=[CH:10][C:2]=2[Cl:1])=[N:38]1 |f:6.7|. Procedure: A mixture of 94.82 g (0.5 mole) of 2-chloro-6-fluorobenzthioamide, 50 mL (0.525 mole) of dimethyl sulfate, and 800 mL of 1,2-dichloroethane was heated at reflux temperature for 1 h. LC analysis indicated complete conversion to the thioimidate. The reaction solution was cooled to RT with ice-bath cooling, and the thioimidate salt precipitated from the solution. To the thick slurry was added 100 mL (1.25 mole) of pyridine. The salts instantly dissolved into solution, followed by immediate precipit... The reactants are TEA, C(C1=CC=CC=C1)N(C1CCC(CC1)NC)CC1=CC=CC=C1 (N,N-dibenzyl-N′-methyl-cyclohexane-1,4-diamine), CS(=O)(=O)Cl (MsCl). Solvent: C(Cl)Cl (DCM), C(Cl)Cl (DCM). Product: C(C1=CC=CC=C1)N(C1CCC(CC1)N(S(=O)(=O)C)C)CC1=CC=CC=C1 (N-(4-dibenzylamino-cyclohexyl)-N-methyl-methanesulfonamide). Reaction SMILES: [CH2:1]([N:8]([CH2:17][C:18]1[CH:23]=[CH:22][CH:21]=[CH:20][CH:19]=1)[CH:9]1[CH2:14][CH2:13][CH:12]([NH:15][CH3:16])[CH2:11][CH2:10]1)[C:2]1[CH:7]=[CH:6][CH:5]=[CH:4][CH:3]=1.[CH3:24][S:25](Cl)(=[O:27])=[O:26]>C(Cl)Cl>[CH2:17]([N:8]([CH2:1][C:2]1[CH:3]=[CH:4][CH:5]=[CH:6][CH:7]=1)[CH:9]1[CH2:14][CH2:13][CH:12]([N:15]([CH3:16])[S:25]([CH3:24])(=[O:27])=[O:26])[CH2:11][CH2:10]1)[C:18]1[CH:23]=[CH:22][CH:21]=[CH:20][CH:19]=1. Procedure details: 1-(t-Butoxycarbonyl)-amino-4-aminocyclohexane (21.4 g, 0.1 mol) and Cs2CO3 (71.7 g, 0.22 mol) were stirred in acetonitrile (500 mL) on an ice bath under Ar. Benzyl bromide (26 mL, 0.22 mol) in acetonitrile (20 mL) was then added dropwise, the reaction mixture was then allowed to warm to RT and was stirred overnight. The reaction mixture was then diluted with EtOAc, washed with water (×2) and brine, dried over sodium sulfate, filtered, and dried in vacuo to provide the dibenzyl derivative. The pr... The reactants are crude product, NC1=NC=C(C2=C1C(=CS2)C2=CC(=C(C=C2)NC(=O)C=2N(C1=CC=CC=C1C2)C)OC)\C=C\C=O (N-(4-{4-Amino-7-[(1E)-3-oxoprop-1-enyl]thieno[3,2-c]pyridin-3-yl}-2-methoxyphenyl)-1-methyl-1H-indole-2-carboxamide), N1CC(CC1)NC(OC(C)(C)C)=O (tert-butyl pyrrolidin-3-ylcarbamate), Cl (hydrochloric acid), O1CCOCC1 (1,4 dioxane), C([O-])([O-])=O.[Na+].[Na+] (sodium carbonate). Run in CO (methanol). Yields the product NC1=NC=C(C2=C1C(=CS2)C2=CC(=C(C=C2)NC(=O)C=2N(C1=CC=CC=C1C2)C)OC)\C=C\CN2CC(CC2)N (N-(4-{4-amino-7-[(1E)-3-(3-aminopyrrolidin-1-yl)prop-1-enyl]thieno[3,2-c]pyridin-3-yl}-2-methoxyphenyl)-1-methyl-1H-indole-2-carboxamide). Isolated yield 19.7%. Reaction SMILES: [NH2:1][C:2]1[C:7]2[C:8]([C:11]3[CH:16]=[CH:15][C:14]([NH:17][C:18]([C:20]4[N:21]([CH3:29])[C:22]5[C:27]([CH:28]=4)=[CH:26][CH:25]=[CH:24][CH:23]=5)=[O:19])=[C:13]([O:30][CH3:31])[CH:12]=3)=[CH:9][S:10][C:6]=2[C:5](/[CH:32]=[CH:33]/[CH:34]=O)=[CH:4][N:3]=1.[NH:36]1[CH2:40][CH2:39][CH:38]([NH:41]C(=O)OC(C)(C)C)[CH2:37]1.Cl.O1CCOCC1.C(=O)([O-])[O-].[Na+].[Na+]>CO>[NH2:1][C:2]1[C:7]2[C:8]([C:11]3[CH:16]=[CH:15][C:14]([NH:17][C:18]([C:20]4[N:21]([CH3:29])[C:22]5[C:27]([CH:28]=4)=[CH:26][CH:25]=[CH:24][CH:23]=5)=[O:19])=[C:13]([O:30][CH3:31])[CH:12]=3)=[CH:9][S:10][C:6]=2[C:5](/[CH:32]=[CH:33]/[CH2:34][N:36]2[CH2:40][CH2:39][CH:38]([NH2:41])[CH2:37]2)=[CH:4][N:3]=1 |f:4.5.6|. Procedure: N-(4-{4-Amino-7-[(1E)-3-oxoprop-1-enyl]thieno[3,2-c]pyridin-3-yl}-2-methoxyphenyl)-1-methyl-1H-indole-2-carboxamide (100 mg, 0.207 mmol) and tert-butyl pyrrolidin-3-ylcarbamate (115.7 mg, 0.621 mmol) were reacted according to General Procedure B. The crude product (135 mg, 0.207 mmol) was dissolved in methanol (1 mL) and treated with 6.0 M hydrochloric acid in 1,4 dioxane (0.518 mL, 2.07 mmol) and heated to 55 degrees Celsius for 4 hours. The mixture was cooled to room temperature then 1M sodium... Reactants: ClCCl, CC(C)[Si](OS(=O)(=O)C(F)(F)F)(C(C)C)C(C)C, Oc1ccc2ccsc2c1, Cc1cccc(C)n1. Yields the product CC(C)[Si](Oc1ccc2ccsc2c1)(C(C)C)C(C)C. RXN SMILES: [Cl:37][CH2:38][Cl:39].[F:19][C:20]([F:21])([F:22])[S:23]([O:24][Si:25]([CH:26]([CH3:27])[CH3:28])([CH:29]([CH3:30])[CH3:31])[CH:32]([CH3:33])[CH3:34])(=[O:35])=[O:36].[OH:1][c:2]1[cH:3][c:4]2[c:5]([cH:6][cH:7][s:8]2)[cH:9][cH:10]1.[n:11]1[c:12]([CH3:13])[cH:14][cH:15][cH:16][c:17]1[CH3:18]>>[O:1]([c:2]1[cH:3][c:4]2[c:5]([cH:6][cH:7][s:8]2)[cH:9][cH:10]1)[Si:25]([CH:26]([CH3:27])[CH3:28])([CH:29]([CH3:30])[CH3:31])[CH:32]([CH3:33])[CH3:34]. Starting materials: C1(CCCC1)C[C@@H](C(=O)O)N1C(C2=CC=CC(=C2C1)C(F)(F)F)=O ((S)-3-cyclopentyl-2-(1-oxo-4-trifluoromethyl-1,3-dihydro-isoindol-2-yl)-propionic acid), CC1(OC[C@@H](O1)C=1N=CC(=NC1)N)C (5-((S)-2,2-dimethyl-[1,3]dioxolan-4-yl)-pyrazin-2-ylamine), N1=C(C=CC=C1C)C (2,6-lutidine), C(C(=O)Cl)(=O)Cl (oxalyl chloride). Reagents/catalysts: CN(C=O)C (N,N-dimethylformamide). The solvent is C(Cl)Cl (methylene chloride), C(Cl)Cl (methylene chloride). Reaction conditions: temperature 0 celsius, time 10 minute. Yields the product C1(CCCC1)C[C@@H](C(=O)NC1=NC=C(N=C1)[C@@H]1OC(OC1)(C)C)N1C(C2=CC=CC(=C2C1)C(F)(F)F)=O ((S)-3-cyclopentyl-N-[5-((S)-2,2-dimethyl-[1,3]dioxolan-4-yl)-pyrazin-2-yl]-2-(1-oxo-4-trifluoromethyl-1,3-dihydro-isoindol-2-yl)-propionamide). Isolated yield 40.7%. As a reaction SMILES: [CH:1]1([CH2:6][C@H:7]([N:11]2[CH2:19][C:18]3[C:13](=[CH:14][CH:15]=[CH:16][C:17]=3[C:20]([F:23])([F:22])[F:21])[C:12]2=[O:24])[C:8](O)=[O:9])[CH2:5][CH2:4][CH2:3][CH2:2]1.C(Cl)(=O)C(Cl)=O.[CH3:31][C:32]1([CH3:44])[O:36][C@@H:35]([C:37]2[N:38]=[CH:39][C:40]([NH2:43])=[N:41][CH:42]=2)[CH2:34][O:33]1.N1C(C)=CC=CC=1C>C(Cl)Cl.CN(C)C=O>[CH:1]1([CH2:6][C@H:7]([N:11]2[CH2:19][C:18]3[C:13](=[CH:14][CH:15]=[CH:16][C:17]=3[C:20]([F:21])([F:22])[F:23])[C:12]2=[O:24])[C:8]([NH:43][C:40]2[CH:39]=[N:38][C:37]([C@H:35]3[CH2:34][O:33][C:32]([CH3:44])([CH3:31])[O:36]3)=[CH:42][N:41]=2)=[O:9])[CH2:2][CH2:3][CH2:4][CH2:5]1. Procedure details: A solution of (S)-3-cyclopentyl-2-(1-oxo-4-trifluoromethyl-1,3-dihydro-isoindol-2-yl)-propionic acid (prepared as in Example 1, 125 mg, 0.37 mmol) in methylene chloride (10 mL) was treated with N,N-dimethylformamide (1 drop) and cooled to 0° C. It was then treated with a solution of oxalyl chloride (2.0 M in methylene chloride, 220 μL, 0.44 mmol) and stirred for 10 min at 0° C. and then warmed to room temperature and stirred for 30 min. After this time, the reaction mixture was concentrated in v... Reactants: CC1C=2C=CC=CC2C=2NC(C=3N(C21)C=CN3)=O (10-methyl-5H,10H-imidazo[1,2-a]indeno[1,2-e]pyrazin-4-one), BrCCC(C)Cl (1-bromo-3-chlorobutane), N1C=NC=C1 (imidazole), [H-].[Na+] (sodium hydride), C[Si](Cl)(C)C (trimethylchlorosilane). Solvent: CN(C=O)C (dimethylformamide). The product is N1(C=NC=C1)CCCCC1(C=2C=CC=CC2C=2NC(C=3N(C21)C=CN3)=O)C (10-[4-(imidazol-1-yl)butyl]-10-methyl-5H,10H-imidazo[1,2-a]indeno-[1,2-e]pyrazin-4-one). As a reaction SMILES: [CH3:1][CH:2]1[C:14]2[N:13]3[CH:15]=[CH:16][N:17]=[C:12]3[C:11](=[O:18])[NH:10][C:9]=2[C:8]2[CH:7]=[CH:6][CH:5]=[CH:4][C:3]1=2.[H-].[Na+].C[Si](C)(C)Cl.Br[CH2:27][CH2:28][CH:29](Cl)[CH3:30].[NH:32]1[CH:36]=[CH:35][N:34]=[CH:33]1>CN(C)C=O>[N:32]1([CH2:27][CH2:28][CH2:29][CH2:30][C:2]2([CH3:1])[C:14]3[N:13]4[CH:15]=[CH:16][N:17]=[C:12]4[C:11](=[O:18])[NH:10][C:9]=3[C:8]3[CH:7]=[CH:6][CH:5]=[CH:4][C:3]2=3)[CH:36]=[CH:35][N:34]=[CH:33]1 |f:1.2|. Procedure details: The process is performed as in Example 33 but starting with 0.48 g of 10-methyl-5H,10H-imidazo[1,2-a]indeno[1,2-e]pyrazin-4-one, 25 ml of dimethylformamide, 0.33 g of 80% sodium hydride, 0.30 ml of trimethylchlorosilane, 0.25 ml of 1-bromo-3-chlorobutane and 0.15 g of imidazole. After chromatography on a column of silica (20 g), eluting with a mixture of chloroform, methanol and 28% aqueous ammonia (90/7/3 by volume), 0.26 g of 10-[4-(imidazol-1-yl)butyl]-10-methyl-5H,10H-imidazo[1,2-a]indeno-[1...